Dataset: the Open Reaction Database (ORD), a public repository of structured organic reaction records. Task: describe an organic reaction: reactants, conditions, products, and yield Reactants: O[C@@H]([C@@H](OC1=CC=C(C=C1)B(O)O)C)CCC=1C=NC=CC1 ((1S,2R)-4-(2-Hydroxy-1-methyl-4-pyridin-3-ylbutoxy)benzeneboronic acid), BrC1=CC(=C(C=C1)S(=O)(=O)N)C (4-bromo-2-methylbenzenesulfonic acid amide), C([O-])([O-])=O.[Na+].[Na+] (sodium carbonate). The reagents and catalysts are C=1C=CC(=CC1)[P](C=2C=CC=CC2)(C=3C=CC=CC3)[Pd]([P](C=4C=CC=CC4)(C=5C=CC=CC5)C=6C=CC=CC6)([P](C=7C=CC=CC7)(C=8C=CC=CC8)C=9C=CC=CC9)[P](C=1C=CC=CC1)(C=1C=CC=CC1)C=1C=CC=CC1 (tetrakis(triphenylphosphine)palladium). Solvent: C(C)O (ethanol). Conditions: temperature 80 celsius. Yields the product CC=1C=C(C=CC1S(=O)(=O)N)C1=CC=C(C=C1)O[C@H]([C@@H](CCC=1C=NC=CC1)O)C ((1S,2R)-3-Methyl-4′-(2-hydroxy-1-methyl-4-pyridin-3-yl-butoxy)biphenyl-4-sulfonic acid amide). Isolated yield 45.9%. As a reaction SMILES: [OH:1][C@H:2]([CH2:15][CH2:16][C:17]1[CH:18]=[N:19][CH:20]=[CH:21][CH:22]=1)[C@H:3]([CH3:14])[O:4][C:5]1[CH:10]=[CH:9][C:8](B(O)O)=[CH:7][CH:6]=1.Br[C:24]1[CH:29]=[CH:28][C:27]([S:30]([NH2:33])(=[O:32])=[O:31])=[C:26]([CH3:34])[CH:25]=1.C(=O)([O-])[O-].[Na+].[Na+]>C1C=CC([P]([Pd]([P](C2C=CC=CC=2)(C2C=CC=CC=2)C2C=CC=CC=2)([P](C2C=CC=CC=2)(C2C=CC=CC=2)C2C=CC=CC=2)[P](C2C=CC=CC=2)(C2C=CC=CC=2)C2C=CC=CC=2)(C2C=CC=CC=2)C2C=CC=CC=2)=CC=1.C(O)C>[CH3:34][C:26]1[CH:25]=[C:24]([C:8]2[CH:9]=[CH:10][C:5]([O:4][C@@H:3]([CH3:14])[C@H:2]([OH:1])[CH2:15][CH2:16][C:17]3[CH:18]=[N:19][CH:20]=[CH:21][CH:22]=3)=[CH:6][CH:7]=2)[CH:29]=[CH:28][C:27]=1[S:30]([NH2:33])(=[O:32])=[O:31] |f:2.3.4,^1:44,46,65,84|. Procedure details: Prepared according to the method described in Example 12b) from (1S,2R)-4-(2-hydroxy-1-methyl-4-pyridin-3-ylbutoxy)benzeneboronic acid (0.2 g, Example 33), 4-bromo-2-methylbenzenesulfonic acid amide (1.7 g, Example 79a), ethanol (3 ml), 2M aqueous sodium carbonate (0.7 ml) and tetrakis(triphenylphosphine)palladium (0) (0.03 g) with heating at 80° C. for 3 hours. After work-up, the residue was purified by normal-phase HPLC eluting with a gradient of 0-25% ethanol in dichloromethane to give the ti... Starting materials: [Al] (aluminum), NCC=1C(NC(=CC1CCC)C)=O (3-(aminomethyl)-6-methyl-4-propyl-2(1H)-pyridinone), CN1CCOCC1 (4-methylmorpholine), C(=O)([O-])[O-].[Na+].[Na+] (Na2CO3), O.N1=NN(C2=NC=CC=C21)O (3H-[1,2,3]triazolo[4,5-b]pyridin-3-ol hydrate), CC(C)N1N=CC2=C1N=C(C=C2C(=O)OCC)C2=CC=CC=C2 (Ethyl 1-(1-methylethyl)-6-phenyl-1H-pyrazolo[3,4-b]pyridine-4-carboxylate), [OH-].[Na+] (NaOH), Cl.CN(CCCN=C=NCC)C (N-[3-(dimethylamino)propyl]-N′-ethylcarbodiimide hydrochloride). The solvent is C1CCOC1 (THF), CS(=O)C (DMSO), CO (Methanol), O (water). Yields the product C(C)(C)N1N=CC2=C1N=C(C=C2C(=O)NCC=2C(NC(=CC2CCC)C)=O)C2=CC=CC=C2 (1-isopropyl-N-((6-methyl-2-oxo-4-propyl-1,2-dihydropyridin-3-yl)methyl)-6-phenyl-1H-pyrazolo[3,4-b]pyridine-4-carboxamide), solid. Isolated yield 99.0%. Reaction SMILES: [CH3:1][CH:2]([N:4]1[C:8]2[N:9]=[C:10]([C:18]3[CH:23]=[CH:22][CH:21]=[CH:20][CH:19]=3)[CH:11]=[C:12]([C:13](OCC)=[O:14])[C:7]=2[CH:6]=[N:5]1)[CH3:3].[OH-].[Na+].[Al].[NH2:27][CH2:28][C:29]1[C:30](=[O:39])[NH:31][C:32]([CH3:38])=[CH:33][C:34]=1[CH2:35][CH2:36][CH3:37].Cl.CN(C)CCCN=C=NCC.O.N1C2C(=NC=CC=2)N(O)N=1.CN1CCOCC1.C([O-])([O-])=O.[Na+].[Na+]>C1COCC1.CO.O.CS(C)=O>[CH:2]([N:4]1[C:8]2[N:9]=[C:10]([C:18]3[CH:19]=[CH:20][CH:21]=[CH:22][CH:23]=3)[CH:11]=[C:12]([C:13]([NH:27][CH2:28][C:29]3[C:30](=[O:39])[NH:31][C:32]([CH3:38])=[CH:33][C:34]=3[CH2:35][CH2:36][CH3:37])=[O:14])[C:7]=2[CH:6]=[N:5]1)([CH3:1])[CH3:3] |f:1.2,5.6,7.8,10.11.12|. Procedure: Ethyl 1-(1-methylethyl)-6-phenyl-1H-pyrazolo[3,4-b]pyridine-4-carboxylate (270 mg, 0.873 mmol) was suspended in THF (1913 μl) and Methanol (6378 μl). To the mixture was added 3N NaOH (436 μl, 1.309 mmol) and the contents heated on an aluminum block at 55° C. overnight. The solvent was removed in vacuo. The remaining orange residue was dissolved with water (10 mL) and cooled with stirring in an ice bath. The contents were acidified by dropwise addition 1N HCl until precipitation ceased. The white... Reactants: BrC=1C=NC=C(C(=O)O)C1 (5-Bromonicotinic acid), [H-].[Na+] (NaH), C(C(=O)Cl)(=O)Cl (oxalyl chloride). Solvent: CN(C)C=O (DMF). Run at time 10 minute. Product: BrC=1C=NC=C(C(=O)Cl)C1 (5-Bromo-nicotinoyl chloride). As a reaction SMILES: [Br:1][C:2]1[CH:3]=[N:4][CH:5]=[C:6]([CH:10]=1)[C:7](O)=[O:8].[H-].[Na+].C(Cl)(=O)C([Cl:16])=O>CN(C=O)C>[Br:1][C:2]1[CH:3]=[N:4][CH:5]=[C:6]([CH:10]=1)[C:7]([Cl:16])=[O:8] |f:1.2|. Reported procedure: 5-Bromonicotinic acid (1 g, 4.950 mmol) is placed in a 100 ml round bottomed flask and purged with Argon. Dry THF (20 ml) is added and the resulting solution is treated with NaH (60% dispersed in mineral oil) (0.202 g, 5.049 mmol) over a period of 5 minutes. The reaction mixture is stirred at room temperature for 10 minutes and then oxalyl chloride (0.453 ml, 5.198 mmol) is added slowly over 5 minutes followed by dry DMF (10 ul). The reaction mixture is stirred for a further 5 minutes, filtered ... Reactants: [F-].[K+] (KF), C[Si](C(F)(F)F)(C)C (trimethyl(trifluoromethyl)silane), ClC=1C=CC(=NC1)I (5-chloro-2-iodopyridine). Reagents/catalysts: [Cu]I (CuI). The solvent is CN1CCCC1=O (NMP). Conditions: temperature 60 celsius, time 8 hour. The product is ClC=1C=CC(=NC1)C(F)(F)F (5-chloro-2-(trifluoromethyl)pyridine). RXN SMILES: [F-].[K+].C[Si](C)(C)[C:5]([F:8])([F:7])[F:6].[Cl:11][C:12]1[CH:13]=[CH:14][C:15](I)=[N:16][CH:17]=1>CN1C(=O)CCC1.[Cu]I>[Cl:11][C:12]1[CH:13]=[CH:14][C:15]([C:5]([F:8])([F:7])[F:6])=[N:16][CH:17]=1 |f:0.1|. Procedure: Into a 10-mL sealed tube purged and maintained with an inert atmosphere of nitrogen, was placed a solution of KF (53 mg, 0.91 mmol, 1.10 equiv) in NMP (3 mL), CuI (175 mg, 0.92 mmol, 1.10 equiv), trimethyl(trifluoromethyl)silane (119 mg, 0.84 mmol, 1.00 equiv) and 5-chloro-2-iodopyridine (as prepared in the previous step, 200 mg, 0.84 mmol, 1.00 equiv). The reaction mixture was stirred overnight at 60° C. The reaction was then quenched by the addition of 20 mL of ammonia (12%). The resulting sol... Reactants: ClC1CCCCC=2C1=NC(=C(C2)C(=O)OCC)C (ethyl 9-chloro-2-methyl-6,7,8,9-tetrahydro-5H-cyclohepta[b]pyridine-3-carboxylate), C1CCC2=NCCCN2CC1 (1,8-diazabicyclo[5.4.0]-7-undecene). Run in C1(=CC=CC=C1)C (toluene). Yields the product CC1=C(C=C2C(=N1)C=CCCC2)C(=O)OCC (Ethyl 2-methyl-6,7-dihydro-5H-cyclohepta[b]pyridine-3-carboxylate). The yield is 97.5%. As a reaction SMILES: Cl[CH:2]1[C:8]2=[N:9][C:10]([CH3:18])=[C:11]([C:13]([O:15][CH2:16][CH3:17])=[O:14])[CH:12]=[C:7]2[CH2:6][CH2:5][CH2:4][CH2:3]1.C1CCN2C(=NCCC2)CC1>C1(C)C=CC=CC=1>[CH3:18][C:10]1[N:9]=[C:8]2[CH:2]=[CH:3][CH2:4][CH2:5][CH2:6][C:7]2=[CH:12][C:11]=1[C:13]([O:15][CH2:16][CH3:17])=[O:14]. Procedure: In an atmosphere of argon, ethyl 9-chloro-2-methyl-6,7,8,9-tetrahydro-5H-cyclohepta[b]pyridine-3-carboxylate (3.35 g, 12.5 mmol) was dissolved in toluene (12.0 ml), and the solution was mixed with 1,8-diazabicyclo[5.4.0]-7-undecene (DBU) (2.9 ml, 18.9 mmol) at 0° C. and then heated under reflux for 23 hours. The solvent was evaporated under reduced pressure, and the thus obtained residue was dissolved in ethyl acetate, mixed with water and then extracted with ethyl acetate. The thus obtained org... Starting materials: N1CCC2(CC1)CSC1=C(O2)C2=CC=CC=C2C(C1=O)=O (spiro[naphtho[1,2-b][1,4]oxathiine-2,4′-piperidine]-5,6-dione), ClC1=C(C(=NN1C)C)S(=O)(=O)Cl (5-chloro-1,3-dimethyl-1H-pyrazole-4-sulfonyl chloride). Product: ClC1=C(C(=NN1C)C)S(=O)(=O)N1CCC2(CC1)CSC1=C(O2)C2=CC=CC=C2C(C1=O)=O (1′-[(5-chloro-1,3-dimethyl-1H-pyrazol-4-yl)sulfonyl]spiro[naphtho[1,2-b][1,4]oxathiine-2,4′-piperidine]-5,6-dione). As a reaction SMILES: [NH:1]1[CH2:6][CH2:5][C:4]2([O:11][C:10]3[C:12]4[C:17]([C:18](=[O:21])[C:19](=[O:20])[C:9]=3[S:8][CH2:7]2)=[CH:16][CH:15]=[CH:14][CH:13]=4)[CH2:3][CH2:2]1.[Cl:22][C:23]1[N:27]([CH3:28])[N:26]=[C:25]([CH3:29])[C:24]=1[S:30](Cl)(=[O:32])=[O:31]>>[Cl:22][C:23]1[N:27]([CH3:28])[N:26]=[C:25]([CH3:29])[C:24]=1[S:30]([N:1]1[CH2:2][CH2:3][C:4]2([O:11][C:10]3[C:12]4[C:17]([C:18](=[O:21])[C:19](=[O:20])[C:9]=3[S:8][CH2:7]2)=[CH:16][CH:15]=[CH:14][CH:13]=4)[CH2:5][CH2:6]1)(=[O:31])=[O:32]. Reported procedure: Compound 81 was synthesized using spiro[naphtho[1,2-b][1,4]oxathiine-2,4′-piperidine]-5,6-dione, 5-chloro-1,3-dimethyl-1H-pyrazole-4-sulfonyl chloride and conditions outlined in procedure P. M.p.=247-249° C.; 400 MHz 1H NMR (DMSO-d6) δ: 7.89-7.86 (m, 1H), 7.66-7.61 (m, 1H), 7.57-7.52 (m, 1H), 7.41-7.38 (m, 1H), 3.80 (s, 3H), 3.56-3.51 (m, 2H), 3.11 (s, 2H), 2.88-2.81 (m, 2H), 2.29 (s, 3H), 2.13-2.06 (m, 2H), 1.93-1.84 (m, 2H); LCMS: 494 [M+H]. Reactants: ClCCCBr, CCOCC, CC(C)=O, c1ccc2nc(N3CCNCC3)ccc2c1, [Na+], [OH-], O. Yields the product ClCCCN1CCN(c2ccc3ccccc3n2)CC1. Reaction SMILES: [Br:19][CH2:20][CH2:21][CH2:22][Cl:23].[CH3:24][CH2:25][O:26][CH2:27][CH3:28].[CH3:29][C:30](=[O:31])[CH3:32].[N:1]1([c:7]2[n:8][c:9]3[cH:10][cH:11][cH:12][cH:13][c:14]3[cH:15][cH:16]2)[CH2:2][CH2:3][NH:4][CH2:5][CH2:6]1.[Na+:18].[OH-:17].[OH2:33]>>[N:1]1([c:7]2[n:8][c:9]3[cH:10][cH:11][cH:12][cH:13][c:14]3[cH:15][cH:16]2)[CH2:2][CH2:3][N:4]([CH2:20][CH2:21][CH2:22][Cl:23])[CH2:5][CH2:6]1. The yield is 77.0%. Procedure details: Into the same 300 ml four-necked flask as used in Example 1, 16.2 g (0.1 mol) of 2-amino-5 -trifluoromethylpyridine and 150 g of toluene were added, and 42.2 g of a 30% sodium dichloroisocyanurate aqueous solution (sodium dichloroisocyanurate: 0.0575 mol) was dropwise added thereto over a period of one hour while stirring at 20° C. After the dropwise addition, the reaction mixture was heated to 80° C., and the reaction was conducted for 10 hours with stirring. During the reaction, formation of 2... Run at temperature 20 celsius, time 1 hour. Reaction SMILES: [NH2:1][C:2]1[CH:7]=[CH:6][C:5]([C:8]([F:11])([F:10])[F:9])=[CH:4][N:3]=1.[Cl:12]NC1C=CC(C(F)(F)F)=CN=1>C1(C)C=CC=CC=1>[NH2:1][C:2]1[C:7]([Cl:12])=[CH:6][C:5]([C:8]([F:9])([F:11])[F:10])=[CH:4][N:3]=1. The solvent is C1(=CC=CC=C1)C (toluene). Yields the product NC1=NC=C(C=C1Cl)C(F)(F)F (2-amino-3-chloro-5-trifluoromethylpyridine). Starting materials: NC1=NC=C(C=C1)C(F)(F)F (2-amino-5 -trifluoromethylpyridine), sodium dichloroisocyanurate, ClNC1=NC=C(C=C1)C(F)(F)F (2-chloroamino-5-trifluoromethylpyridine). The reactants are CNC(CCCO)CO[Si](C)(C)C(C)(C)C, C1CCOC1, O=C(NCc1cccc(F)c1F)Oc1ccc([N+](=O)[O-])cc1. The product is CN(C(=O)NCc1cccc(F)c1F)C(CCCO)CO[Si](C)(C)C(C)(C)C. RXN SMILES: [C:1]([CH3:2])([CH3:3])([CH3:4])[Si:5]([O:6][CH2:7][CH:8]([CH2:9][CH2:10][CH2:11][OH:12])[NH:13][CH3:14])([CH3:15])[CH3:16].[CH2:39]1[O:40][CH2:41][CH2:42][CH2:43]1.[F:17][c:18]1[c:19]([CH2:20][NH:21][C:22]([O:23][c:24]2[cH:25][cH:26][c:27]([N+:28]([O-:29])=[O:30])[cH:31][cH:32]2)=[O:33])[cH:34][cH:35][cH:36][c:37]1[F:38]>>[C:1]([CH3:2])([CH3:3])([CH3:4])[Si:5]([O:6][CH2:7][CH:8]([CH2:9][CH2:10][CH2:11][OH:12])[N:13]([CH3:14])[C:22]([NH:21][CH2:20][c:19]1[c:18]([F:17])[c:37]([F:38])[cH:36][cH:35][cH:34]1)=[O:33])([CH3:15])[CH3:16]. Starting materials: ice water, CC1=C(C(=CC(=C1)C)C)CC(=O)Cl ((2,4,6-trimethyl-phenyl)-acetyl chloride), C([O-])([O-])=O.[K+].[K+] (potassium carbonate), NC1(CCN(CC1)OCC)C#N (4-amino-1-ethoxy-piperidine-4-carbonitrile). Run in C(C)#N (acetonitrile), C(C)#N (acetonitrile). Run at time 18 hour. Yields the product C(#N)C1(CCN(CC1)OCC)NC(CC1=C(C=C(C=C1C)C)C)=O (N-(4-cyano-1-ethoxy-piperidin-4-yl)-2-(2,4,6-trimethyl-phenyl)-acetamide). Isolated yield 89.5%. As a reaction SMILES: [CH3:1][C:2]1[CH:7]=[C:6]([CH3:8])[CH:5]=[C:4]([CH3:9])[C:3]=1[CH2:10][C:11](Cl)=[O:12].C(=O)([O-])[O-].[K+].[K+].[NH2:20][C:21]1([C:30]#[N:31])[CH2:26][CH2:25][N:24]([O:27][CH2:28][CH3:29])[CH2:23][CH2:22]1>C(#N)C>[C:30]([C:21]1([NH:20][C:11](=[O:12])[CH2:10][C:3]2[C:2]([CH3:1])=[CH:7][C:6]([CH3:8])=[CH:5][C:4]=2[CH3:9])[CH2:26][CH2:25][N:24]([O:27][CH2:28][CH3:29])[CH2:23][CH2:22]1)#[N:31] |f:1.2.3|. Procedure details: 3.0 g of (2,4,6-trimethyl-phenyl)-acetyl chloride and 10 g of potassium carbonate in 90 ml of acetonitrile are treated at 0° C. with a solution of 3.6 g of 4-amino-1-ethoxy-piperidine-4-carbonitrile in 30 ml of acetonitrile. After stirring for 18 hours at room temperature the reaction mixture is poured into 100 ml of ice water and extracted with ethyl acetate. The organic phase is washed with brine and concentrated. Chromatography (heptane/ethyl acetate 5:1) yielded 4.5 g of N-(4-cyano-1-ethoxy-...